Dataset: the Open Reaction Database (ORD), a public repository of structured organic reaction records. Task: describe an organic reaction: reactants, conditions, products, and yield Reactants: CN1N=C(C=C1)S(=O)(=O)N (1-methyl-1H-pyrazole-3-sulfonamide), CC1(C2=C(C(=CC=C2)P(C3=CC=CC=C3)C4=CC=CC=C4)OC5=C(C=CC=C51)P(C6=CC=CC=C6)C7=CC=CC=C7)C (xantphos), C([O-])([O-])=O.[Cs+].[Cs+] (cesium carbonate), ClC1=C2C(=NC(=C1)C)N(C=C2C2=CC(=CC=C2)N2CCCC2)C (4-chloro-1,6-dimethyl-3-(3-(pyrrolidin-1-yl)phenyl)-1H-pyrrolo[2,3-b]pyridine). The reagents and catalysts are C(C)(=O)[O-].[Pd+2].C(C)(=O)[O-] (palladium(II) acetate). Solvent: O1CCOCC1 (1,4-dioxane), CO (MeOH). Run at temperature 150 celsius. Product: CN1C=C(C=2C1=NC(=CC2NS(=O)(=O)C2=NN(C=C2)C)C)C2=CC(=CC=C2)N2CCCC2 (N-(1,6-dimethyl-3-(3-(pyrrolidin-1-yl)phenyl)-1H-pyrrolo[2,3-b]pyridin-4-yl)-1-methyl-1H-pyrazole-3-sulfonamide). The yield is 20.7%. Reaction SMILES: [CH3:1][N:2]1[CH:6]=[CH:5][C:4]([S:7]([NH2:10])(=[O:9])=[O:8])=[N:3]1.CC1(C)C2C(=C(P(C3C=CC=CC=3)C3C=CC=CC=3)C=CC=2)OC2C(P(C3C=CC=CC=3)C3C=CC=CC=3)=CC=CC1=2.C(=O)([O-])[O-].[Cs+].[Cs+].Cl[C:60]1[CH:65]=[C:64]([CH3:66])[N:63]=[C:62]2[N:67]([CH3:81])[CH:68]=[C:69]([C:70]3[CH:75]=[CH:74][CH:73]=[C:72]([N:76]4[CH2:80][CH2:79][CH2:78][CH2:77]4)[CH:71]=3)[C:61]=12>O1CCOCC1.CO.C([O-])(=O)C.[Pd+2].C([O-])(=O)C>[CH3:81][N:67]1[C:62]2=[N:63][C:64]([CH3:66])=[CH:65][C:60]([NH:10][S:7]([C:4]3[CH:5]=[CH:6][N:2]([CH3:1])[N:3]=3)(=[O:9])=[O:8])=[C:61]2[C:69]([C:70]2[CH:75]=[CH:74][CH:73]=[C:72]([N:76]3[CH2:80][CH2:79][CH2:78][CH2:77]3)[CH:71]=2)=[CH:68]1 |f:2.3.4,8.9.10|. Procedure: A microwave vial was charged with 1-methyl-1H-pyrazole-3-sulfonamide (D94) (134 mg, 0.829 mmol), palladium(II) acetate (9.30 mg, 0.041 mmol), xantphos (47.9 mg, 0.083 mmol) and cesium carbonate (270 mg, 0.829 mmol). To this was added 4-chloro-1,6-dimethyl-3-(3-(pyrrolidin-1-yl)phenyl)-1H-pyrrolo[2,3-b]pyridine (D14) (135 mg, 0.414 mmol) dissolved in 1,4-dioxane (2.5 mL). The reaction mixture was heated at 150° C. in the microwave for 30 mins. The crude was purified on normal phase chromatography... Reactants: OC1=CC=C(C=O)C=C1 (p-Hydroxybenzaldehyde), CC(=O)C (acetone), BrCC(=O)O (bromoacetic acid), C([O-])([O-])=O.[K+].[K+] (potassium carbonate). Yields the product C(=O)C1=CC=C(OCC(=O)OCC)C=C1 (ethyl 4-formylphenoxyacetate). Reaction SMILES: [OH:1][C:2]1[CH:9]=[CH:8][C:5]([CH:6]=[O:7])=[CH:4][CH:3]=1.Br[CH2:11][C:12]([OH:14])=[O:13].C(=O)([O-])[O-].[K+].[K+].[CH3:21][C:22](C)=O>>[CH:6]([C:5]1[CH:8]=[CH:9][C:2]([O:1][CH2:11][C:12]([O:14][CH2:21][CH3:22])=[O:13])=[CH:3][CH:4]=1)=[O:7] |f:2.3.4|. Procedure details: p-Hydroxybenzaldehyde (4.88 g), bromoacetic acid (6.68 g) and potassium carbonate (5.53 g) were suspended in 100 ml of acetone, and refluxed for 15 hours. After the solvent was distilled off under reduced pressure, water was added followed by extraction with methylene chloride. The organic phase was washed in saturated aqueous sodium chloride, and dried over magnesium sulfate. After distillation of the solvent under reduced pressure, 8.32 g of ethyl 4-formylphenoxyacetate was obtained. The reactants are ClC1=C(C(=CC=C1)F)C1=NN(C(=N1)C=1SC=CC1C)C.N1N=NC=C1 (triazole 3-(2-Chloro-6-fluorophenyl)-1-methyl-5-(3-methyl-2-thienyl)-1H-1,2,4-triazole), BrBr (Br2), BrBr (Br2), N#N (N2), C(C)(=O)[O-].[Na+] (sodium acetate). Reagents/catalysts: [Zn] (zinc), [Zn] (zinc), [Zn] (zinc), [Zn] (zinc), [Zn] (zinc). Solvent: CC(=O)O (AcOH). Reaction conditions: temperature 80 celsius, time 15 minute. Product: ClC1=C(C(=CC=C1)F)C1=NN(C(=N1)C=1SC=C(C1C)Br)C (3-(2-Chloro-6-fluorophenyl)-1-methyl-5-(3-methyl-4-bromo-2-thienyl)-1H-1,2,4-triazole). Isolated yield 103.8%. RXN SMILES: [Cl:1][C:2]1[CH:7]=[CH:6][CH:5]=[C:4]([F:8])[C:3]=1[C:9]1[N:13]=[C:12]([C:14]2[S:15][CH:16]=[CH:17][C:18]=2[CH3:19])[N:11]([CH3:20])[N:10]=1.N1C=CN=N1.C([O-])(=O)C.[Na+].[Br:31]Br.N#N>CC(O)=O.[Zn]>[Cl:1][C:2]1[CH:7]=[CH:6][CH:5]=[C:4]([F:8])[C:3]=1[C:9]1[N:13]=[C:12]([C:14]2[S:15][CH:16]=[C:17]([Br:31])[C:18]=2[CH3:19])[N:11]([CH3:20])[N:10]=1 |f:0.1,2.3|. Reported procedure: The triazole 3-(2-Chloro-6-fluorophenyl)-1-methyl-5-(3-methyl-2-thienyl)-1H-1,2,4-triazole (1715 g, 5.57 mol) and anhydrous sodium acetate (1830 g, 22.3 mol) were weighed as solids into a 22 L jacketed glass reactor under a slow N2 purge, followed by 8.5 L glacial AcOH. Heating of the mixture was begun, and at 66° C. a solution of Br2 (1.15 L, 22.3 mol) in 2.5 L glacial AcOH was added by peristaltic pump over a period of 40 min., at a rate to keep the reaction temperature below 85° C. During hea... The reactants are CCOC(=O)c1ccc(Br)s1, O=C([O-])[O-], CN1CCCNCC1, [Cs+], [Cs+], C1COCCO1, c1ccc(P(c2ccccc2)c2ccc3ccccc3c2-c2c(P(c3ccccc3)c3ccccc3)ccc3ccccc23)cc1. Yields the product CCOC(=O)c1ccc(N2CCCN(C)CC2)s1. As a reaction SMILES: [Br:1][c:2]1[cH:3][cH:4][c:5]([C:7](=[O:8])[O:9][CH2:10][CH3:11])[s:6]1.[C:66](=[O:67])([O-:68])[O-:69].[CH3:12][N:13]1[CH2:14][CH2:15][NH:16][CH2:17][CH2:18][CH2:19]1.[Cs+:70].[Cs+:71].[O:72]1[CH2:73][CH2:74][O:75][CH2:76][CH2:77]1.[cH:20]1[cH:21][cH:22][c:23]([P:24]([c:25]2[cH:26][cH:27][c:28]3[c:29]([cH:30][cH:31][cH:32][cH:33]3)[c:34]2-[c:35]2[c:36]3[c:37]([cH:38][cH:39][cH:40][cH:41]3)[cH:42][cH:43][c:44]2[P:45]([c:46]2[cH:47][cH:48][cH:49][cH:50][cH:51]2)[c:52]2[cH:53][cH:54][cH:55][cH:56][cH:57]2)[c:58]2[cH:59][cH:60][cH:61][cH:62][cH:63]2)[cH:64][cH:65]1>>[c:2]1([N:16]2[CH2:15][CH2:14][N:13]([CH3:12])[CH2:19][CH2:18][CH2:17]2)[cH:3][cH:4][c:5]([C:7](=[O:8])[O:9][CH2:10][CH3:11])[s:6]1. Reactants: Cl (HCl), C[C@@H]1CCC=2N=CN=C(C21)N2CC1(CCNCC1)C1=C(C=CC=C21)[C@@H]2N(CCC2)C(=O)OC(C)(C)C ((R)-tert-butyl 2-(1-((R)-5-methyl-6,7-dihydro-5H-cyclopenta[d]pyrimidin-4-yl)spiro[indoline-3,4′-piperidine]-4-yl)pyrrolidine-1-carboxylate). Run in O1CCOCC1 (dioxane), C(Cl)Cl (CH2Cl2). Conditions: time 1 hour. Product: C[C@@H]1CCC=2N=CN=C(C21)N2CC1(CCNCC1)C1=C(C=CC=C21)[C@@H]2NCCC2 (1-((R)-5-methyl-6,7-dihydro-5H-cyclopenta[d]pyrimidin-4-yl)-4-((R)-pyrrolidin-2-yl)spiro[indoline-3,4′-piperidine]). The yield is 38.5%. RXN SMILES: Cl.[CH3:2][C@H:3]1[C:11]2[C:10]([N:12]3[C:25]4[C:20](=[C:21]([C@H:26]5[CH2:30][CH2:29][CH2:28][N:27]5C(OC(C)(C)C)=O)[CH:22]=[CH:23][CH:24]=4)[C:14]4([CH2:19][CH2:18][NH:17][CH2:16][CH2:15]4)[CH2:13]3)=[N:9][CH:8]=[N:7][C:6]=2[CH2:5][CH2:4]1>O1CCOCC1.C(Cl)Cl>[CH3:2][C@H:3]1[C:11]2[C:10]([N:12]3[C:25]4[C:20](=[C:21]([C@H:26]5[CH2:30][CH2:29][CH2:28][NH:27]5)[CH:22]=[CH:23][CH:24]=4)[C:14]4([CH2:15][CH2:16][NH:17][CH2:18][CH2:19]4)[CH2:13]3)=[N:9][CH:8]=[N:7][C:6]=2[CH2:5][CH2:4]1. Procedure: 4M HCl in dioxane (2 mL) was added into a solution of (R)-tert-butyl 2-(1-((R)-5-methyl-6,7-dihydro-5H-cyclopenta[d]pyrimidin-4-yl)spiro[indoline-3,4′-piperidine]-4-yl)pyrrolidine-1-carboxylate (8 mg, 0.02 mmol) in CH2Cl2 (5 mL). The reaction was stirred at room temperature for 1 hour. The solvent was evaporated, and the crude material was recovered to afford the product 1-((R)-5-methyl-6,7-dihydro-5H-cyclopenta[d]pyrimidin-4-yl)-4-((R)-pyrrolidin-2-yl)spiro[indoline-3,4′-piperidine] (3 mg, 47% ... Reactants: [OH-].[Na+] (sodium hydroxide), C(CCC)C1=NC2=C(N1CC1=CC=C(C=C1)C=1C(=CC=CC1)C(=O)OC)C=CC=C2 (methyl 4'-[(2-butyl-1H-benzimidazol-1-yl)methyl]biphenyl-2-carboxylate). The solvent is C(C)O (ethanol). Product: C(CCC)C1=NC2=C(N1CC1=CC=C(C=C1)C=1C(=CC=CC1)C(=O)O)C=CC=C2 (4'-[(2-butyl-1H-benzimidazol-1-yl)methyl]biphenyl-2-carboxylic acid). Isolated yield 43.0%. As a reaction SMILES: [OH-].[Na+].[CH2:3]([C:7]1[N:11]([CH2:12][C:13]2[CH:18]=[CH:17][C:16]([C:19]3[C:20]([C:25]([O:27]C)=[O:26])=[CH:21][CH:22]=[CH:23][CH:24]=3)=[CH:15][CH:14]=2)[C:10]2[CH:29]=[CH:30][CH:31]=[CH:32][C:9]=2[N:8]=1)[CH2:4][CH2:5][CH3:6]>C(O)C>[CH2:3]([C:7]1[N:11]([CH2:12][C:13]2[CH:18]=[CH:17][C:16]([C:19]3[C:20]([C:25]([OH:27])=[O:26])=[CH:21][CH:22]=[CH:23][CH:24]=3)=[CH:15][CH:14]=2)[C:10]2[CH:29]=[CH:30][CH:31]=[CH:32][C:9]=2[N:8]=1)[CH2:4][CH2:5][CH3:6] |f:0.1|. Reported procedure: 1M Aqueous sodium hydroxide solution (6.5 ml) was added to a solution of methyl 4'-[(2-butyl-1H-benzimidazol-1-yl)methyl]biphenyl-2-carboxylate (A) (2.0 g) in ethanol (20 ml). The solution was heated under reflux for 3 hours and then volatile material was removed by evaporation. The residue was dissolved in water (20 ml) and the solution acidified to pH 4 with 20% aqueous citric acid. The precipitated solid was collected and dried under high vacuum to give 4'-[(2-butyl-1H-benzimidazol-1-yl)methy... The reactants are IC1=CC=C(C=C1)O (4-iodophenol), C(C)OC(=O)C1=NC(=CC=C1)CBr (6-bromomethyl-pyridine-2-carboxylic acid ethyl ester), C([O-])([O-])=O.[K+].[K+] (potassium carbonate). Run in CC(=O)C (acetone). Product: C(C)OC(=O)C1=NC(=CC=C1)COC1=CC=C(C=C1)I (6-(4-iodo-phenoxymethyl)-pyridine-2-carboxylic acid ethyl ester). Yield: 74.6%. As a reaction SMILES: [CH2:1]([O:3][C:4]([C:6]1[CH:11]=[CH:10][CH:9]=[C:8]([CH2:12]Br)[N:7]=1)=[O:5])[CH3:2].[I:14][C:15]1[CH:20]=[CH:19][C:18]([OH:21])=[CH:17][CH:16]=1.C(=O)([O-])[O-].[K+].[K+]>CC(C)=O>[CH2:1]([O:3][C:4]([C:6]1[CH:11]=[CH:10][CH:9]=[C:8]([CH2:12][O:21][C:18]2[CH:19]=[CH:20][C:15]([I:14])=[CH:16][CH:17]=2)[N:7]=1)=[O:5])[CH3:2] |f:2.3.4|. Procedure details: 6-Bromomethyl-pyridine-2-carboxylic acid ethyl ester (1:1.72 g, 48 mmol; from Step 1 above) was dissolved in acetone (250 mL) and 4-iodophenol (11.61 g, 52.8 mmol; available from Aldrich Chemical Company, Inc., Milwaukee, Wis.) was added, followed by potassium carbonate (7.55 g, 54.6 mmol). The mixture was heated overnight at 65 degrees, and it was then cooled and filtered. The solid was washed with small portions of acetone and the filtrate was concentrated to approximately 100 mL by evaporatio... The reactants are O=C1SC2=C(N1)C=CC(=C2)NC=2C1=C(N=CN2)NC(=C1)C(=O)O (4-[(2-Oxo-2,3-dihydro-1,3-benzothiazol-6-yl)amino]-7H-pyrrolo[2,3-d]pyrimidine-6-carboxylic acid), N1CCCCC1 (piperidine). The product is N1(CCCCC1)C(=O)C1=CC2=C(N=CN=C2NC2=CC3=C(NC(S3)=O)C=C2)N1 (6-{[6-(Piperidin-1-ylcarbonyl)-7H-pyrrolo[2,3-d]pyrimidin-4-yl]amino}-1,3-benzothiazol-2(3H)-one). As a reaction SMILES: [O:1]=[C:2]1[NH:6][C:5]2[CH:7]=[CH:8][C:9]([NH:11][C:12]3[C:13]4[CH:20]=[C:19]([C:21](O)=[O:22])[NH:18][C:14]=4[N:15]=[CH:16][N:17]=3)=[CH:10][C:4]=2[S:3]1.[NH:24]1[CH2:29][CH2:28][CH2:27][CH2:26][CH2:25]1>>[N:24]1([C:21]([C:19]2[NH:18][C:14]3[N:15]=[CH:16][N:17]=[C:12]([NH:11][C:9]4[CH:8]=[CH:7][C:5]5[NH:6][C:2](=[O:1])[S:3][C:4]=5[CH:10]=4)[C:13]=3[CH:20]=2)=[O:22])[CH2:29][CH2:28][CH2:27][CH2:26][CH2:25]1. Procedure: 150 mg (458 μmol) 4-[(2-oxo-2,3-dihydro-1,3-benzothiazol-6-yl)amino]-7H-pyrrolo[2,3-d]pyrimidine-6-carboxylic acid (prepared according to example 30) were transformed in analogy to example 4 using piperidine to give after working up and purification 47.0 mg (26%) of the title compound. Reaction SMILES: CO.C([NH:10][C:11]1[C:16]([F:17])=[C:15]([CH3:18])[C:14]([F:19])=[C:13]([F:20])[N:12]=1)C1C=CC=CC=1>[Pd].C(O)(=O)C>[NH2:10][C:11]1[C:16]([F:17])=[C:15]([CH3:18])[C:14]([F:19])=[C:13]([F:20])[N:12]=1. The reagents and catalysts are [Pd] (palladium on carbon). Procedure: To 4 ml of methanol were added all amount of the crude 2-benzylamino-3,5,6-trifluoro-4-methylpyridine as described above together with 0.18 g of 10% palladium on carbon and 2 ml of acetic acid, and the mixture was hydrogenated at 50° C. for one day. The catalyst was separated by filtration, and the solvent and the like were distilled off under reduced pressure to obtain 1.35 g of the title compound as a colorless solid. The solvent is C(C)(=O)O (acetic acid). Reaction conditions: time 1 day. The reactants are CO (methanol), C(C1=CC=CC=C1)NC1=NC(=C(C(=C1F)C)F)F (2-benzylamino-3,5,6-trifluoro-4-methylpyridine). Yields the product NC1=NC(=C(C(=C1F)C)F)F (2-amino-3,5,6-trifluoro-4-methylpyridine). Reactants: N-[N-[N-(4-(piperidin-4-yl)butanoyl)-N-ethylglycyl]aspartyl]-L-β-cyclohexyl alanine, S(=O)(Cl)Cl (Thionyl chloride), ethyl ester, C1(CCCCC1)C[C@H](N)C(=O)O (β-cyclohexyl alanine), C(C)O (ethanol). Reaction conditions: temperature 0 celsius, time 18 hour. Product: C1(CCCCC1)C[C@H](N)C(=O)OCC (β-cyclohexyl alanine, ethyl ester). As a reaction SMILES: [CH:1]1([CH2:7][C@@H:8]([C:10]([OH:12])=[O:11])[NH2:9])[CH2:6][CH2:5][CH2:4][CH2:3][CH2:2]1.S(Cl)(Cl)=O.[CH2:17](O)[CH3:18]>>[CH:1]1([CH2:7][C@@H:8]([C:10]([O:12][CH2:17][CH3:18])=[O:11])[NH2:9])[CH2:6][CH2:5][CH2:4][CH2:3][CH2:2]1. Reported procedure: N-[N-[N-(4-(piperidin-4-yl)butanoyl)-N-ethylglycyl]aspartyl]-L-β-cyclohexyl alanine, ethyl ester ##STR16##A. β-cyclohexyl alanine (1.5 g) is dissolved in absolute ethanol (75 ml) and the solution cooled to 0° C. Thionyl chloride (1.1 ml) is added dropwise over a period of 10-15 minutes, the solution allowed to warm to room temperature, and then stirred at room temperature for about 18 hours. The reaction mixture is evaporated in vacuo, toluene is azeotroped twice from the residue, and the residu...